describe an organic reaction: reactants, conditions, products, and yield From a dataset of the Open Reaction Database (ORD), a public repository of structured organic reaction records. Starting materials: C(CCC)[Li] (n-butyl lithium), solution, B(OCCCC)(OCCCC)OCCCC (tributyl borate), BrC1=C(C=CC(=C1)Cl)OC (2-bromo-4-chloroanisole), Cl (hydrochloric acid). The solvent is hexanes, CCOCC (ether), C1CCOC1 (THF). Reaction conditions: time 8 hour. Yields the product ClC=1C=CC(=C(C1)B(O)O)OC (5-Chloro-2-methoxy benzeneboronic acid). RXN SMILES: Br[C:2]1[CH:7]=[C:6]([Cl:8])[CH:5]=[CH:4][C:3]=1[O:9][CH3:10].C([Li])CCC.[B:16](OCCCC)([O:22]CCCC)[O:17]CCCC.Cl>C1COCC1.CCOCC>[Cl:8][C:6]1[CH:5]=[CH:4][C:3]([O:9][CH3:10])=[C:2]([B:16]([OH:22])[OH:17])[CH:7]=1. Procedure: A solution of 2-bromo-4-chloroanisole (5.0 g, 22.6 mmol) in dry THF (60 ml) under nitrogen was cooled to −70° C. and n-butyl lithium (12.4 ml of a 2.0 M solution in hexanes, 24.8 mmol) was added. After 10 min. at −70° C. tributyl borate (8.5 ml, 31.4 mmol) was added and the temperature was allowed to rise to room temperature overnight. Aqueous hydrochloric acid (40 ml, 2 M) was added and the product was extracted with 2×60 ml ether. The ethereal phase was extracted with aqueous sodium hydroxide ... Starting materials: BrC1=C2C=CC=NC2=C(C(=N1)C(=O)NCC1=CC=C(C=C1)F)O (5-bromo-N-(4-fluorobenzyl)-8-hydroxy-[1,6]naphthyridine-7-carboxamide), C(CCC)C(=C(CCCC)CCCC)[Sn] (tri-n-butylvinyl tin), C(=O)(OC(C)(C)C)NCCN (N-Boc-ethylenediamine). Reagents/catalysts: Cl[Pd]([P](C1=CC=CC=C1)(C2=CC=CC=C2)C3=CC=CC=C3)([P](C4=CC=CC=C4)(C5=CC=CC=C5)C6=CC=CC=C6)Cl (bis (triphenylphosphine)palladium(II) chloride). Run in O1CCOCC1 (dioxane). Run at temperature 100 celsius, time 8 hour. Product: C(=O)(OC(C)(C)C)NN1CC=CC2=CC=CN=C12 (N-Boc amino napthyridine). As a reaction SMILES: Br[C:2]1[N:11]=[C:10](C(NCC2C=CC(F)=CC=2)=O)[C:9](O)=[C:8]2[C:3]=1[CH:4]=[CH:5][CH:6]=[N:7]2.C(C([Sn])=C(CCCC)CCCC)CCC.[C:39]([NH:46]CCN)([O:41][C:42]([CH3:45])([CH3:44])[CH3:43])=[O:40]>O1CCOCC1.Cl[Pd](Cl)([P](C1C=CC=CC=1)(C1C=CC=CC=1)C1C=CC=CC=1)[P](C1C=CC=CC=1)(C1C=CC=CC=1)C1C=CC=CC=1>[C:39]([NH:46][N:7]1[C:2]2[C:3](=[CH:8][CH:9]=[CH:10][N:11]=2)[CH:4]=[CH:5][CH2:6]1)([O:41][C:42]([CH3:45])([CH3:44])[CH3:43])=[O:40] |^1:25,58,77|. Reported procedure: A mixture of 5-bromo-N-(4-fluorobenzyl)-8-hydroxy-[1,6]naphthyridine-7-carboxamide (2.00 g, 5.33 mmol), tri-n-butylvinyl tin (3.12 mL, 10.70 mmol), bis (triphenylphosphine)palladium(II) chloride (0.75 g, 1.10 mmol), N-Boc-ethylenediamine (4.23 g, 26.6 mmol) in dioxane (50 mL) was purged with nitrogen and heated with stirring at 100° C. in a sealed tube overnight. The resultant product mixture was filtered through a pad of Celite. The filtrate was concentrated under vacuum. The residue was dissol... The reactants are FC1=C(C=CC(=C1)F)C=1N2C=CC(C(=C2C=CC1)C=1C=C(C#N)C=CC1F)=O (3-[6-(2,4-difluorophenyl)-2-oxo-2H-quinolizin-1-yl]-4-fluorobenzonitrile), O1CCOCC1 (dioxane). Yields the product FC1=C(C=CC(=C1)F)C=1N2C=CC(C(=C2C=CC1)C=1C=C(C(=O)N)C=CC1F)=O (3-[6-(2,4-difluorophenyl)-2-oxo-2H-quinolizin-1-yl]-4-fluorobenzamide). Reaction SMILES: [F:1][C:2]1[CH:7]=[C:6]([F:8])[CH:5]=[CH:4][C:3]=1[C:9]1[N:10]2[C:15]([CH:16]=[CH:17][CH:18]=1)=[C:14]([C:19]1[CH:20]=[C:21]([CH:24]=[CH:25][C:26]=1[F:27])[C:22]#[N:23])[C:13](=[O:28])[CH:12]=[CH:11]2.[O:29]1CCOCC1>>[F:1][C:2]1[CH:7]=[C:6]([F:8])[CH:5]=[CH:4][C:3]=1[C:9]1[N:10]2[C:15]([CH:16]=[CH:17][CH:18]=1)=[C:14]([C:19]1[CH:20]=[C:21]([CH:24]=[CH:25][C:26]=1[F:27])[C:22]([NH2:23])=[O:29])[C:13](=[O:28])[CH:12]=[CH:11]2. Reported procedure: To a solution of 3-[6-(2,4-difluorophenyl)-2-oxo-2H-quinolizin-1-yl]-4-fluorobenzonitrile (Example 30) in dioxane/2N KOH was heated to 60° C. for 1 h. The solution was concentrated and purified via reverse phase HPLC (10-100% acetonitrile in H2O, Kromisil, C8, 30×100 mm) to give a title compound. Reactants: C(O)([O-])=O.[Na+] (sodium hydrogen carbonate), C(C1=CC=CC=C1)OC1=CC=C(C=C1)NC1=NC=CC(=C1N)C (N2-[4-(benzyloxy)phenyl]-4-methylpyridine-2,3-diamine), N#CBr (cyanogen bromide), C1CCOC1 (THF). As a reaction SMILES: [CH2:1]([O:8][C:9]1[CH:14]=[CH:13][C:12]([NH:15][C:16]2[C:21]([NH2:22])=[C:20]([CH3:23])[CH:19]=[CH:18][N:17]=2)=[CH:11][CH:10]=1)[C:2]1[CH:7]=[CH:6][CH:5]=[CH:4][CH:3]=1.[N:24]#[C:25]Br.C1COCC1.C(=O)([O-])O.[Na+]>O>[CH2:1]([O:8][C:9]1[CH:14]=[CH:13][C:12]([N:15]2[C:16]3=[N:17][CH:18]=[CH:19][C:20]([CH3:23])=[C:21]3[N:22]=[C:25]2[NH2:24])=[CH:11][CH:10]=1)[C:2]1[CH:7]=[CH:6][CH:5]=[CH:4][CH:3]=1 |f:3.4|. Procedure details: A mixture of N2-[4-(benzyloxy)phenyl]-4-methylpyridine-2,3-diamine (8.70 g), cyanogen bromide (6.04 g), THF (80 ml) and water (20 ml) was stirred at room temperature for 24 hr. The reaction mixture was poured into saturated aqueous sodium hydrogen carbonate solution, and the mixture was extracted with ethyl acetate. The extract was washed with saturated brine, dried over anhydrous magnesium sulfate, and the solvent was evaporated under reduced pressure. The residue was washed with ethyl acetate,... Product: C(C1=CC=CC=C1)OC1=CC=C(C=C1)N1C(=NC=2C1=NC=CC2C)N (3-[4-(Benzyloxy)phenyl]-7-methyl-3H-imidazo[4,5-b]pyridin-2-amine). Conditions: time 24 hour. Run in O (water). Isolated yield 59.5%.